From a dataset of the Open Reaction Database (ORD), a public repository of structured organic reaction records. describe an organic reaction: reactants, conditions, products, and yield Starting materials: [OH-].[NH4+] (ammonium hydroxide), 60, C1(=CC=CC=C1)NC1(CCN(CC1)CCC1=CC=CC=C1)C(=O)OCC1=CC=CC=C1 (phenylmethyl 4-(phenylamino)-1-(2-phenylethyl)-4-piperidinecarboxylate). Reagents/catalysts: [Pd] (palladium-on-charcoal). The solvent is CO (methanol). Yields the product 43.7, C1(=CC=CC=C1)NC1N(CCC(C1)C(=O)O)CCC1=CC=CC=C1 (phenylamino-1-(2-phenylethyl)-4-piperidinecarboxylic acid). Reaction SMILES: C1(N[C:8]2([C:22]([O:24]CC3C=CC=CC=3)=[O:23])[CH2:13][CH2:12][N:11]([CH2:14][CH2:15][C:16]3[CH:21]=[CH:20][CH:19]=[CH:18][CH:17]=3)[CH2:10][CH2:9]2)C=CC=CC=1.[OH-].[NH4+:33]>[Pd].CO>[C:16]1([NH:33][CH:10]2[CH2:9][CH:8]([C:22]([OH:24])=[O:23])[CH2:13][CH2:12][N:11]2[CH2:14][CH2:15][C:16]2[CH:17]=[CH:18][CH:19]=[CH:20][CH:21]=2)[CH:21]=[CH:20][CH:19]=[CH:18][CH:17]=1 |f:1.2|. Reported procedure: A mixture of 60 parts of phenylmethyl 4-(phenylamino)-1-(2-phenylethyl)-4-piperidinecarboxylate and 320 parts of methanol is hydrogenated at normal pressure and at room temperature with 10 parts of palladium-on-charcoal catalyst 10%. Upon the addition of a concentrated ammonium hydroxide solution, the precipitate, which is formed during the hydrogenation, is dissolved. The catalyst is filtered off and the filtrate is concentrated. Methanol is added and the whole is concentrated again. After cool... The reactants are O=[N+]([O-])c1cccc(CBr)c1, [C-]#N, [Na+], CN(C)C=O, O. Product: N#CCc1cccc([N+](=O)[O-])c1. Reaction SMILES: [Br:1][CH2:2][c:3]1[cH:4][c:5]([N+:9](=[O:10])[O-:11])[cH:6][cH:7][cH:8]1.[C-:12]#[N:13].[Na+:14].[O:16]=[CH:17][N:18]([CH3:19])[CH3:20].[OH2:15]>>[CH2:2]([c:3]1[cH:4][c:5]([N+:9](=[O:10])[O-:11])[cH:6][cH:7][cH:8]1)[C:12]#[N:13]. Reactants: ClC1=NC=2C=CC(=C(C2C=C1)C(=O)NCC1CCCCC1)Cl (2,6-dichloro-N-(cyclohexylmethyl)quinoline-5-carboxamide), Example 43 ( a ), CNCCCNC (N,N′-dimethyl-1,3-propanediamine). The solvent is C(C)#N (acetonitrile). Conditions: temperature 100 celsius. Product: Cl.Cl.ClC1=C(C=2C=CC(=NC2C=C1)N(CCCNC)C)C(=O)NCC1CCCCC1 (6-Chloro-N-(cyclohexylmethyl)-2-[methyl[3-(methylamino)propyl]amino]-5-quinoline Carboxamide, Dihydrochloride). Reaction SMILES: [Cl:1][C:2]1[CH:11]=[CH:10][C:9]2[C:8]([C:12]([NH:14][CH2:15][CH:16]3[CH2:21][CH2:20][CH2:19][CH2:18][CH2:17]3)=[O:13])=[C:7]([Cl:22])[CH:6]=[CH:5][C:4]=2[N:3]=1.[CH3:23][NH:24][CH2:25][CH2:26][CH2:27][NH:28][CH3:29]>C(#N)C>[ClH:1].[ClH:1].[Cl:22][C:7]1[CH:6]=[CH:5][C:4]2[N:3]=[C:2]([N:24]([CH3:23])[CH2:25][CH2:26][CH2:27][NH:28][CH3:29])[CH:11]=[CH:10][C:9]=2[C:8]=1[C:12]([NH:14][CH2:15][CH:16]1[CH2:21][CH2:20][CH2:19][CH2:18][CH2:17]1)=[O:13] |f:3.4.5|. Reported procedure: A stirred suspension of 2,6-dichloro-N-(cyclohexylmethyl)quinoline-5-carboxamide (Example 43 (a)) (250 mg) and N,N′-dimethyl-1,3-propanediamine (0.80 mL) in acetonitrile (3 mL) was heated at 100° C. in a microwave for 2 hours after which it was cooled to room temperature and concentrated. The residue was purified by recrystallisation (methanol:ethyl acetate). The resultant product was converted to the dihydrochloride salt by treatment with hydrochloric acid (4M in 1,4-dioxane). Recrystallisation... The product is COCCOC=1C=C2C=NC(NC2=CC1OCCOC)=O (6,7-bis(2-methoxy-ethoxy)-quinazolone), C(C(=O)Cl)(=O)Cl (oxalylchloride). Reaction SMILES: [CH3:1][O:2][CH2:3][CH2:4][O:5][C:6]1[CH:7]=[C:8]2[C:20](NC3C=CC=C(C#C)C=3)=[N:19][CH:18]=[N:17][C:9]2=[CH:10][C:11]=1[O:12][CH2:13][CH2:14][O:15][CH3:16].[ClH:30].[Cl:31]C1C2C(=CC(OCCOC)=C([O:42]CCOC)C=2)N=CN=1>>[CH3:1][O:2][CH2:3][CH2:4][O:5][C:6]1[CH:7]=[C:8]2[C:9](=[CH:10][C:11]=1[O:12][CH2:13][CH2:14][O:15][CH3:16])[NH:17][C:18](=[O:42])[N:19]=[CH:20]2.[C:4]([Cl:31])(=[O:5])[C:3]([Cl:30])=[O:2] |f:0.1|. Reactants: COCCOC=1C=C2C(=CC1OCCOC)N=CN=C2NC=3C=CC=C(C3)C#C.Cl (erlotinib hydrochloride), ClC1=NC=NC2=CC(=C(C=C12)OCCOC)OCCOC (4-chloro-6,7-bis-(2-methoxyethoxy)-quinazoline). Procedure: As per the process described in U.S. Pat. No. 5,747,498 (hereinafter “the '498 patent”), erlotinib hydrochloride can be prepared by the reaction of 4-chloro-6,7-bis-(2-methoxyethoxy)-quinazoline, obtained by reaction of 6,7-bis(2-methoxy-ethoxy)-quinazolone with oxalylchloride in a solvent system containing chloroform and dimethylformamide, with 3-ethynylaniline or its hydrochloride salt in a solvent such as a (C1-C6)-alcohol, dimethylformamide, N-methylpyrrolidin-2-one, chloroform, acetonitrile... The reactants are N#Cc1ncc(Br)cc1[N+](=O)[O-], Cl, [Na+], [OH-]. Product: N#Cc1ncc(Br)cc1N. As a reaction SMILES: [Br:1][c:2]1[cH:3][c:4]([N+:10]([O-:11])=[O:12])[c:5]([C:8]#[N:9])[n:6][cH:7]1.[ClH:15].[Na+:14].[OH-:13]>>[Br:1][c:2]1[cH:3][c:4]([NH2:10])[c:5]([C:8]#[N:9])[n:6][cH:7]1. Reactants: IC1=CC2=C(C(=CO2)CCN)C=C1 (2-(6-iodo-1-benzofuran-3-yl)ethanamine), IC1=CC2=C(C(=CO2)C(C#N)(C)C)C=C1 (2-(6-iodo-benzofuran-3-yl)-2-methyl-propionitrile). The product is IC1=CC2=C(C(=CO2)C(CN)(C)C)C=C1 (2-(6-Iodo-benzofuran-3-yl)-2-methyl-propylamine). Reaction SMILES: IC1C=CC2C(CCN)=COC=2C=1.[I:14][C:15]1[CH:28]=[CH:27][C:18]2[C:19]([C:22]([CH3:26])([CH3:25])[C:23]#[N:24])=[CH:20][O:21][C:17]=2[CH:16]=1>>[I:14][C:15]1[CH:28]=[CH:27][C:18]2[C:19]([C:22]([CH3:26])([CH3:25])[CH2:23][NH2:24])=[CH:20][O:21][C:17]=2[CH:16]=1. Procedure: Synthesized as described for 2-(6-iodo-1-benzofuran-3-yl)ethanamine using 2-(6-iodo-benzofuran-3-yl)-2-methyl-propionitrile as the starting material.